This data is from the Open Reaction Database (ORD), a public repository of structured organic reaction records. The task is: describe an organic reaction: reactants, conditions, products, and yield Starting materials: CC(=O)O, CCOC(=O)c1cnn(C)c1Nc1ccc(Cl)cc1[N+](=O)[O-], CO, [Zn]. Product: CCOC(=O)c1cnn(C)c1Nc1ccc(Cl)cc1N. As a reaction SMILES: [C:23]([OH:24])(=[O:25])[CH3:26].[CH2:1]([CH3:2])[O:3][C:4](=[O:5])[c:6]1[cH:7][n:8][n:9]([CH3:22])[c:10]1[NH:11][c:12]1[c:13]([N+:19]([O-:20])=[O:21])[cH:14][c:15]([Cl:18])[cH:16][cH:17]1.[CH3:27][OH:28].[Zn:29]>>[CH2:1]([CH3:2])[O:3][C:4](=[O:5])[c:6]1[cH:7][n:8][n:9]([CH3:22])[c:10]1[NH:11][c:12]1[c:13]([NH2:19])[cH:14][c:15]([Cl:18])[cH:16][cH:17]1. RXN SMILES: [CH2:1]([O:3][C:4]1[CH:9]=[CH:8][C:7]([S:10](Cl)(=[O:12])=[O:11])=[CH:6][C:5]=1[C:14]1[NH:19][C:18](=[O:20])[C:17]2=[C:21]([CH3:25])[N:22]=[C:23]([CH3:24])[N:16]2[N:15]=1)[CH3:2].[OH:26][CH2:27][CH:28]1[CH2:33][CH2:32][NH:31][CH2:30][CH2:29]1.C(OC1C=CC(S(N2CCC(O)CC2C)(=O)=O)=CC=1C1NC(=O)C2=C(C)N=C(C)N2N=1)C>>[CH2:1]([O:3][C:4]1[CH:9]=[CH:8][C:7]([S:10]([N:31]2[CH2:32][CH2:33][CH:28]([CH2:27][OH:26])[CH2:29][CH2:30]2)(=[O:12])=[O:11])=[CH:6][C:5]=1[C:14]1[NH:19][C:18](=[O:20])[C:17]2=[C:21]([CH3:25])[N:22]=[C:23]([CH3:24])[N:16]2[N:15]=1)[CH3:2]. Reported procedure: By the same method, starting with 100 mg (0.261 mmol) of 4-ethoxy-3-(5,7-dimethyl-4-oxo-3,4-dihydroimidazo[5,1-f][1,2,4]triazin-2-yl)-benzenesulphonyl chloride and 90 mg (0.784 mmol) of 4-hydroxymethylpiperidine, 22 mg (18% of theory) of 2-[2-ethoxy-5-(4-hydroxy-methylpiperidine-1-sulphonyl)-phenyl]-5,7-dimethyl-3H-imidazo[5,1-f][1,2,4]triazin-4-one are obtained. The product is C(C)OC1=C(C=C(C=C1)S(=O)(=O)N1CCC(CC1)CO)C1=NN2C(C(N1)=O)=C(N=C2C)C (2-[2-Ethoxy-5-(4-hydroxymethylpiperidine-1-sulphonyl)-phenyl]-5,7-dimethyl-3H-imidazo[5,1-f][1,2,4]triazin-4-one). Reactants: C(C)OC1=C(C=C(C=C1)S(=O)(=O)Cl)C1=NN2C(C(N1)=O)=C(N=C2C)C (4-ethoxy-3-(5,7-dimethyl-4-oxo-3,4-dihydroimidazo[5,1-f][1,2,4]triazin-2-yl)-benzenesulphonyl chloride), OCC1CCNCC1 (4-hydroxymethylpiperidine), C(C)OC1=C(C=C(C=C1)S(=O)(=O)N1C(CC(CC1)O)C)C1=NN2C(C(N1)=O)=C(N=C2C)C (2-[2-ethoxy-5-(4-hydroxy-methylpiperidine-1-sulphonyl)-phenyl]-5,7-dimethyl-3H-imidazo[5,1-f][1,2,4]triazin-4-one). Starting materials: O=C1NC2(C3=CC=C(C=C13)C#N)C=1N(CCC2)C=NC1 (3′-oxo-2′,3′,6,7-tetrahydro-5H-spiro[imidazo[1,5-a]pyridine-8,1′-isoindole]-5′-carbonitrile), [H-].[Na+] (sodium hydride), CI (methyl iodide). Solvent: O (water), CN(C=O)C (N,N-dimethylformamide). Reaction conditions: time 20 minute. The product is CN1C2(C3=CC=C(C=C3C1=O)C#N)C=1N(CCC2)C=NC1 (2′-Methyl-3′-oxo-2′,3′,6,7-tetrahydro-5H-spiro[imidazo[1,5-a]pyridine-8,1′-isoindole]-5′-carbonitrile). Reaction SMILES: [O:1]=[C:2]1[C:10]2[C:5](=[CH:6][CH:7]=[C:8]([C:11]#[N:12])[CH:9]=2)[C:4]2([CH2:17][CH2:16][CH2:15][N:14]3[CH:18]=[N:19][CH:20]=[C:13]23)[NH:3]1.[H-].[Na+].[CH3:23]I>CN(C)C=O.O>[CH3:23][N:3]1[C:2](=[O:1])[C:10]2[C:5](=[CH:6][CH:7]=[C:8]([C:11]#[N:12])[CH:9]=2)[C:4]21[CH2:17][CH2:16][CH2:15][N:14]1[CH:18]=[N:19][CH:20]=[C:13]21 |f:1.2|. Procedure: A solution of 1 mmol of 3′-oxo-2′,3′,6,7-tetrahydro-5H-spiro[imidazo[1,5-a]pyridine-8,1′-isoindole]-5′-carbonitrile (Example 13) in 5 ml of N,N-dimethylformamide is treated with 1.2 mmol of sodium hydride (60% dispersion in oil). The reaction mixture is stirred for 20 minutes at room temperature, and then 1.2 mmol of methyl iodide are added. The reaction mixture is stirred for 20 minutes at room temperature, then diluted with water and extracted with tert-butyl methyl ether (3×). The combined or... Reaction SMILES: [C:15]([Br:16])([Br:17])([Br:18])[Br:19].[CH2:39]([Cl:40])[Cl:41].[OH:1][CH2:2][CH:3]1[CH2:4][N:5]([C:8](=[O:9])[O:10][C:11]([CH3:12])([CH3:13])[CH3:14])[CH2:6][CH2:7]1.[c:20]1([P:21]([c:22]2[cH:23][cH:24][cH:25][cH:26][cH:27]2)[c:28]2[cH:29][cH:30][cH:31][cH:32][cH:33]2)[cH:34][cH:35][cH:36][cH:37][cH:38]1>>[CH2:2]([CH:3]1[CH2:4][N:5]([C:8](=[O:9])[O:10][C:11]([CH3:12])([CH3:13])[CH3:14])[CH2:6][CH2:7]1)[Br:16]. The reactants are BrC(Br)(Br)Br, ClCCl, CC(C)(C)OC(=O)N1CCC(CO)C1, c1ccc(P(c2ccccc2)c2ccccc2)cc1. Product: CC(C)(C)OC(=O)N1CCC(CBr)C1. The reactants are O[C@@]1([C@H]2C=C([C@@H](C1)CC2)C2=CC=CC=C2)CCOS(=O)(=O)C2=CC=C(C=C2)C (rac-toluene-4-sulfonic acid (1R*,2R*,4R*)-2-(2-hydroxy-5-phenyl-bicyclo[2.2.2]oct-5-en-2-yl)-ethyl ester), N1C(=NC2=C1C=CC=C2)CCCNC ([3-(1H-benzoimidazol-2-yl)-propyl]-methyl-amine). Run in CCN(C(C)C)C(C)C (DIPEA). Reaction conditions: temperature 110 celsius. The product is N1C(=NC2=C1C=CC=C2)CCCN(CCC2(C1C=C(C(C2)CC1)C1=CC=CC=C1)O)C (rac-(1R*,2R*,4R*)-2-(2-{[3-(1H-benzoimidazol-2-yl)-propyl]-methyl-amino}-ethyl)-5-phenyl-bicyclo[2.2.2]oct-5-en-2-ol). The yield is 28.4%. RXN SMILES: [OH:1][C@@:2]1([CH2:16][CH2:17]OS(C2C=CC(C)=CC=2)(=O)=O)[CH2:7][C@H:6]2[CH2:8][CH2:9][C@@H:3]1[CH:4]=[C:5]2[C:10]1[CH:15]=[CH:14][CH:13]=[CH:12][CH:11]=1.[NH:29]1[C:33]2[CH:34]=[CH:35][CH:36]=[CH:37][C:32]=2[N:31]=[C:30]1[CH2:38][CH2:39][CH2:40][NH:41][CH3:42]>CCN(C(C)C)C(C)C>[NH:29]1[C:33]2[CH:34]=[CH:35][CH:36]=[CH:37][C:32]=2[N:31]=[C:30]1[CH2:38][CH2:39][CH2:40][N:41]([CH3:42])[CH2:17][CH2:16][C:2]1([OH:1])[CH2:7][CH:6]2[CH2:8][CH2:9][CH:3]1[CH:4]=[C:5]2[C:10]1[CH:15]=[CH:14][CH:13]=[CH:12][CH:11]=1. Reported procedure: A mixture of 115 mg of rac-toluene-4-sulfonic acid (1R*,2R*,4R*)-2-(2-hydroxy-5-phenyl-bicyclo[2.2.2]oct-5-en-2-yl)-ethyl ester and 55 mg of [3-(1H-benzoimidazol-2-yl)-propyl]-methyl-amine in 2 mL of DIPEA was heated to 110° C. for 30 min. The reaction mixture was cooled to rt, quenched with MeOH-water and extracted with EtOAc. The organic phase was separated, dried and evaporated and the residue was purified by CC with EtOAc-MeOH (3:1) to give 34 mg of rac-(1R*,2R*,4R*)-2-(2-{[3-(1H-benzoimidaz... Reactants: IC1=C2CCCN(C2=CC(=C1)[N+](=O)[O-])C(C(F)(F)F)=O (5-iodo-7-nitro-1-trifluoroacetyl-1,2,3,4-tetrahydroquinoline), 130C, ClC1=C2CCCN(C2=CC(=C1)[N+](=O)[O-])C(C(F)(F)F)=O (5-chloro-7-nitro-1-trifluoroacetyl-1,2,3,4-tetrahydroquinoline). The reagents and catalysts are [Cu]Cl (copper (I) chloride). Run in CN(C)C=O (DMF). Conditions: time 7 hour. The product is ClC1=C2CCCNC2=CC(=C1)[N+](=O)[O-] (5-Chloro-7-nitro-1,2,3,4-tetrahydroquinoline). As a reaction SMILES: IC1C=C([N+]([O-])=O)C=C2C=1CCCN2C(=O)C(F)(F)F.[Cl:21][C:22]1[CH:31]=[C:30]([N+:32]([O-:34])=[O:33])[CH:29]=[C:28]2[C:23]=1[CH2:24][CH2:25][CH2:26][N:27]2C(=O)C(F)(F)F>CN(C=O)C.[Cu]Cl>[Cl:21][C:22]1[CH:31]=[C:30]([N+:32]([O-:34])=[O:33])[CH:29]=[C:28]2[C:23]=1[CH2:24][CH2:25][CH2:26][NH:27]2. Procedure: A solution of 5-iodo-7-nitro-1-trifluoroacetyl-1,2,3,4-tetrahydroquinoline (D53P) (1.69 g, 6.73 mmol) in DMF (25 ml) was treated with copper (I) chloride (1.66 g, 16.8 mmol) at 130C. for 7 h. On cooling the solution was filtered and the filtrate concentrated in vacuo. The residue was dissolved in EtOAc and washed with 5M HCl, then dried over MgSO4 and concentrated in vacuo. The crude product was purified by column chromatography to give a (1:1) mixture of the title compound and 5-chloro-7-nitro-... The reactants are C(C)[SiH](CC)CC (triethylsilane), ClCCC1=CC=C(OCCOCCNC(OC(C)(C)C)=O)C=C1 (tert-butyl 2-{2-[4-(2-chloroethyl)phenoxy]-ethoxy}ethylcarbamate), FC(C(=O)O)(F)F (trifluoroacetic acid). Solvent: ClCCl (dichloromethane). Run at time 1 hour. Product: [Cl-].ClCCC1=CC=C(OCCOCC[NH3+])C=C1 (2-{2-[4-(2-chloroethyl)phenoxy]ethoxy}ethanaminium chloride). As a reaction SMILES: [Cl:1][CH2:2][CH2:3][C:4]1[CH:23]=[CH:22][C:7]([O:8][CH2:9][CH2:10][O:11][CH2:12][CH2:13][NH:14]C(=O)OC(C)(C)C)=[CH:6][CH:5]=1.C([SiH](CC)CC)C.FC(F)(F)C(O)=O>ClCCl>[Cl-:1].[Cl:1][CH2:2][CH2:3][C:4]1[CH:23]=[CH:22][C:7]([O:8][CH2:9][CH2:10][O:11][CH2:12][CH2:13][NH3+:14])=[CH:6][CH:5]=1 |f:4.5|. Procedure details: tert-butyl 2-{2-[4-(2-chloroethyl)phenoxy]-ethoxy}ethylcarbamate (1.7 mmol) was dissolved in 5 ml dichloromethane and triethylsilane (0.5 ml, 5% v/v) was added. At this point trifluoroacetic acid (5 ml) was added dropwise to the solution at room temperature. The reaction mixture turned golden brown upon addition and was allowed to stir for one hour. All volatiles were removed under reduced atmosphere, the residue was re-dissolved in CH2Cl2, and washed twice with dilute HCl. The aqueous fractions...